The task is: describe an organic reaction: reactants, conditions, products, and yield. This data is from the Open Reaction Database (ORD), a public repository of structured organic reaction records. Starting materials: C1(=CC=CC=C1)C(C(=O)Cl)C1=CC=CC=C1 (diphenylacetyl chloride), C(CCC=CC)N (hex-4-enylamine). Product: C(CCC=CC)NC(C(C1=CC=CC=C1)C1=CC=CC=C1)=O (N-Hex-4-enyl-2,2-diphenyl-acetamide). RXN SMILES: [C:1]1([CH:7]([C:11]2[CH:16]=[CH:15][CH:14]=[CH:13][CH:12]=2)[C:8](Cl)=[O:9])[CH:6]=[CH:5][CH:4]=[CH:3][CH:2]=1.[CH2:17]([NH2:23])[CH2:18][CH2:19][CH:20]=[CH:21][CH3:22]>>[CH2:17]([NH:23][C:8](=[O:9])[CH:7]([C:11]1[CH:16]=[CH:15][CH:14]=[CH:13][CH:12]=1)[C:1]1[CH:6]=[CH:5][CH:4]=[CH:3][CH:2]=1)[CH2:18][CH2:19][CH:20]=[CH:21][CH3:22]. Procedure: The title compound, white solid, m.p. 85° C. and MS: m/e=293 (M+) was prepared in accordance with the general method of example 1 from diphenylacetyl chloride and hex-4-enylamine.